The task is: describe an organic reaction: reactants, conditions, products, and yield. This data is from the Open Reaction Database (ORD), a public repository of structured organic reaction records. Starting materials: COC1=C(C=CC=C1)N=C=O (2-methoxyphenyl isocyanate), COC=1C=C2C(=NC=NC2=CC1OC)OC1=CC=C(N)C=C1 (4-[(6,7-Dimethoxy-4-quinazolinyl)oxy]aniline), CO (Methanol). Solvent: C(Cl)(Cl)Cl (chloroform). Yields the product COC=1C=C2C(=NC=NC2=CC1OC)OC1=CC=C(C=C1)NC(=O)NC1=C(C=CC=C1)OC (N-{4[(6,7-Dimethoxy-4-quinazolinyl)oxy]-phenyl}-N′-(2-methoxyphenyl)urea). Yield: 45.0%. RXN SMILES: [CH3:1][O:2][C:3]1[CH:4]=[C:5]2[C:10](=[CH:11][C:12]=1[O:13][CH3:14])[N:9]=[CH:8][N:7]=[C:6]2[O:15][C:16]1[CH:22]=[CH:21][C:19]([NH2:20])=[CH:18][CH:17]=1.[CH3:23][O:24][C:25]1[CH:30]=[CH:29][CH:28]=[CH:27][C:26]=1[N:31]=[C:32]=[O:33].CO>C(Cl)(Cl)Cl>[CH3:1][O:2][C:3]1[CH:4]=[C:5]2[C:10](=[CH:11][C:12]=1[O:13][CH3:14])[N:9]=[CH:8][N:7]=[C:6]2[O:15][C:16]1[CH:22]=[CH:21][C:19]([NH:20][C:32]([NH:31][C:26]2[CH:27]=[CH:28][CH:29]=[CH:30][C:25]=2[O:24][CH3:23])=[O:33])=[CH:18][CH:17]=1. Procedure: 4-[(6,7-Dimethoxy-4-quinazolinyl)oxy]aniline (50 mg) was dissolved in chloroform (3 ml), and 2-methoxyphenyl isocyanate (27 l) was then added to the solution. The mixture was heated under reflux overnight. Methanol was added to the reaction solution, and the mixture was purified by HPLC by development with chloroform/methanol to give 34 mg (yield 45%) of the title compound.